Dataset: the Open Reaction Database (ORD), a public repository of structured organic reaction records. Task: describe an organic reaction: reactants, conditions, products, and yield The reactants are CI, CC(C)=O, Nc1nonc1-c1cccnc1. As a reaction SMILES: [CH3:13][I:14].[CH3:15][C:16](=[O:17])[CH3:18].[NH2:1][c:2]1[c:3](-[c:7]2[cH:8][n:9][cH:10][cH:11][cH:12]2)[n:4][o:5][n:6]1>>[I-:14].[NH2:1][c:2]1[c:3](-[c:7]2[cH:8][n+:9]([CH3:13])[cH:10][cH:11][cH:12]2)[n:4][o:5][n:6]1. Product: [I-], C[n+]1cccc(-c2nonc2N)c1. Reactants: NC1=CC(=C(C(=O)O)C=C1Cl)OC (4-amino-5-chloro-2-methoxybenzoic acid), C(C)OC(=O)Cl (ethylchlorocarbonate), NC1CN(N(C1)C)C (4-amino-1,2-dimethylpyrazolidine), C([O-])(O)=O.[Na+] (sodium bicarbonate). Solvent: C(Cl)Cl (methylene chloride), C(C)N(CC)CC (triethylamine), C(Cl)Cl (methylene chloride). Conditions: time 2 hour. Product: NC1=CC(=C(C(=O)NC2CN(N(C2)C)C)C=C1Cl)OC (4-Amino-5-chloro-2-methoxy-N-(1,2-dimethyl-4-pyrazolidinyl)benzamide). Reaction SMILES: [NH2:1][C:2]1[C:10]([Cl:11])=[CH:9][C:5]([C:6]([OH:8])=O)=[C:4]([O:12][CH3:13])[CH:3]=1.C(OC(Cl)=O)C.[NH2:20][CH:21]1[CH2:25][N:24]([CH3:26])[N:23]([CH3:27])[CH2:22]1.C(=O)(O)[O-].[Na+]>C(Cl)Cl.C(N(CC)CC)C>[NH2:1][C:2]1[C:10]([Cl:11])=[CH:9][C:5]([C:6]([NH:20][CH:21]2[CH2:25][N:24]([CH3:26])[N:23]([CH3:27])[CH2:22]2)=[O:8])=[C:4]([O:12][CH3:13])[CH:3]=1 |f:3.4|. Reported procedure: A stirred solution of equal molar amounts of 4-amino-5-chloro-2-methoxybenzoic acid and triethylamine in methylene chloride (0°-5° C.) was treated dropwise with a slight excess of ethylchlorocarbonate. After 1.0 hour a solution of 4-amino-1,2-dimethylpyrazolidine in methylene chloride was added and the mixture stirred for about two hours at room temperature. An aqueous solution of sodium bicarbonate was added to the reaction mixture, the organic phase separated and concentrated to give the produ... Reported procedure: To a solution of (4-amino-2-chloro-pyrimidin-5-yl)-[3-(tert-butyl-dimethyl-silanyloxy)-5,6-difluoro-2-methoxy-phenyl]-methanone (860 mg, 2.0 mmol, Example 269) in ethanol (12 mL) was added 1-methanesulfonyl-piperidin-4-ylamine trifluoroacetate salt (613.8 mg, 2.1 mmol, Example 162) and diisopropylethylamine (1.2 mL, 6.889 mmol). The mixture was heated at reflux for 4 hours and then concentrated to dryness. The residue was dissolved in ethyl acetate (20 mL). The solution was washed with brine (1×... The product is NC1=NC(=NC=C1C(=O)C1=C(C(=CC(=C1F)F)O[Si](C)(C)C(C)(C)C)OC)NC1CCN(CC1)S(=O)(=O)C ([4-amino-2-(1-methanesulfonyl-piperidin-4-ylamino)-pyrimidin-5-yl]-[3-(tert-butyl-dimethyl-silanyloxy)-5,6-difluoro-2-methoxy-phenyl]-methanone). Run in C(C)O (ethanol). Starting materials: NC1=NC(=NC=C1C(=O)C1=C(C(=CC(=C1F)F)O[Si](C)(C)C(C)(C)C)OC)Cl ((4-amino-2-chloro-pyrimidin-5-yl)-[3-(tert-butyl-dimethyl-silanyloxy)-5,6-difluoro-2-methoxy-phenyl]-methanone), FC(C(=O)O)(F)F.CS(=O)(=O)N1CCC(CC1)N (1-methanesulfonyl-piperidin-4-ylamine trifluoroacetate salt), C(C)(C)N(CC)C(C)C (diisopropylethylamine). Reaction SMILES: [NH2:1][C:2]1[C:7]([C:8]([C:10]2[C:15]([F:16])=[C:14]([F:17])[CH:13]=[C:12]([O:18][Si:19]([C:22]([CH3:25])([CH3:24])[CH3:23])([CH3:21])[CH3:20])[C:11]=2[O:26][CH3:27])=[O:9])=[CH:6][N:5]=[C:4](Cl)[N:3]=1.FC(F)(F)C(O)=O.[CH3:36][S:37]([N:40]1[CH2:45][CH2:44][CH:43]([NH2:46])[CH2:42][CH2:41]1)(=[O:39])=[O:38].C(N(C(C)C)CC)(C)C>C(O)C>[NH2:1][C:2]1[C:7]([C:8]([C:10]2[C:15]([F:16])=[C:14]([F:17])[CH:13]=[C:12]([O:18][Si:19]([C:22]([CH3:25])([CH3:24])[CH3:23])([CH3:21])[CH3:20])[C:11]=2[O:26][CH3:27])=[O:9])=[CH:6][N:5]=[C:4]([NH:46][CH:43]2[CH2:44][CH2:45][N:40]([S:37]([CH3:36])(=[O:39])=[O:38])[CH2:41][CH2:42]2)[N:3]=1 |f:1.2|. Isolated yield 59.8%. Reactants: CC1(OC2=C(C(=C(C=C2CC1)OC1OCCCC1)C)C)CCCO (3-[2,7,8-trimethyl-6-(tetrahydro-pyran-2-yloxy)-chroman-2-yl]-propan-1-ol), [Cr](=O)(=O)([O-])Cl.[NH+]1=CC=CC=C1 (pyridinium chlorochromate). The solvent is ClCCl (dichloromethane). Run at time 8 hour. Product: CC1(OC2=C(C(=C(C=C2CC1)OC1OCCCC1)C)C)CCC=O (3-[2,7,8-trimethyl-6-(tetrahydro-pyran-2-yloxy)-chroman-2-yl]-propionaldehyde). Yield: 20.1%. As a reaction SMILES: [CH3:1][C:2]1([CH2:21][CH2:22][CH2:23][OH:24])[CH2:11][CH2:10][C:9]2[C:4](=[C:5]([CH3:20])[C:6]([CH3:19])=[C:7]([O:12][CH:13]3[CH2:18][CH2:17][CH2:16][CH2:15][O:14]3)[CH:8]=2)[O:3]1.[Cr](Cl)([O-])(=O)=O.[NH+]1C=CC=CC=1>ClCCl>[CH3:1][C:2]1([CH2:21][CH2:22][CH:23]=[O:24])[CH2:11][CH2:10][C:9]2[C:4](=[C:5]([CH3:20])[C:6]([CH3:19])=[C:7]([O:12][CH:13]3[CH2:18][CH2:17][CH2:16][CH2:15][O:14]3)[CH:8]=2)[O:3]1 |f:1.2|. Reported procedure: A mixture of 3-[2,7,8-trimethyl-6-(tetrahydro-pyran-2-yloxy)-chroman-2-yl]-propan-1-ol (200 mg), pyridinium chlorochromate (PCC) (350 mg), and 4 A° molecular sieves (100 mg) in dichloromethane (15 mL) was stirred at RT for overnight. The mixture was passed through a silica gel column chromatography eluting with 30% EtOAc in hexane to give 40 mg of 3-[2,7,8-trimethyl-6-(tetrahydro-pyran-2-yloxy)-chroman-2-yl]-propionaldehyde as an oily product. 1H-NMR (300 MHz, CDCl3) δ (ppm): 9.79 (s, 1H, CHO), ... Reactants: CC1(C(NC=2C1=NC=C(C2)N2CCOCC2)=O)C (3,3-dimethyl-6-morpholino-1H-pyrrolo[3,2-b]pyridin-2(3H)-one), [H-].COCCO[Al+]OCCOC.[Na+].[H-] (sodium bis(2-methoxyethoxy)aluminum hydride). Run in C1(=CC=CC=C1)C (toluene). The product is CC1(CNC=2C1=NC=C(C2)N2CCOCC2)C (4-(3,3-dimethyl-2,3-dihydro-1H-pyrrolo[3,2-b]pyridin-6-yl)morpholine). Reaction SMILES: [CH3:1][C:2]1([CH3:18])[C:6]2=[N:7][CH:8]=[C:9]([N:11]3[CH2:16][CH2:15][O:14][CH2:13][CH2:12]3)[CH:10]=[C:5]2[NH:4][C:3]1=O.[H-].COCCO[Al+]OCCOC.[Na+].[H-]>C1(C)C=CC=CC=1>[CH3:1][C:2]1([CH3:18])[C:6]2=[N:7][CH:8]=[C:9]([N:11]3[CH2:16][CH2:15][O:14][CH2:13][CH2:12]3)[CH:10]=[C:5]2[NH:4][CH2:3]1 |f:1.2.3.4|. Procedure: To a stirred suspension of 3,3-dimethyl-6-morpholino-1H-pyrrolo[3,2-b]pyridin-2(3H)-one (425 mg, 1.719 mmol) in toluene (14 mL) at 0° C. was added sodium bis(2-methoxyethoxy)aluminum hydride (3.3 M solution in toluene, 1.56 mL, 5.16 mmol). The reaction was stirred while warming to rt for 4 h. After this time the reaction was carefully quenched with water (5 mL) and then diluted with DCM (50 mL) and treated with saturated aqueous solution Na2S2O3 (20 mL). The separated aqueous layer was then extr... Reactants: ice, ClC=1C=C(C=C(C1OCCO)Cl)NC(NC1=CC=C(C=C1)NC(C)=O)=S (N-(4-{3-[3,5-dichloro-4-(2-hydroxy-ethoxy)-phenyl]-thioureido}-phenyl)-acetamide), C(C1=CC=CC=C1)(=O)Cl (benzoyl chloride). The solvent is N1=CC=CC=C1 (pyridine), O1CCCC1 (tetrahydrofuran), C(C)(=O)OCC (ethyl acetate). Run at temperature 0 celsius, time 1.5 hour. Yields the product C(C)(=O)NC1=CC=C(C=C1)NC(NC1=CC(=C(OCCOC(C2=CC=CC=C2)=O)C(=C1)Cl)Cl)=S (Benzoic acid 2-{4-[3-(4-acetylamino-phenyl)-thioureido]-2,6-dichloro-phenoxy}-ethyl ester). Reaction SMILES: [Cl:1][C:2]1[CH:3]=[C:4]([NH:13][C:14](=[S:26])[NH:15][C:16]2[CH:21]=[CH:20][C:19]([NH:22][C:23](=[O:25])[CH3:24])=[CH:18][CH:17]=2)[CH:5]=[C:6]([Cl:12])[C:7]=1[O:8][CH2:9][CH2:10][OH:11].[C:27](Cl)(=[O:34])[C:28]1[CH:33]=[CH:32][CH:31]=[CH:30][CH:29]=1>N1C=CC=CC=1.O1CCCC1.C(OCC)(=O)C>[C:23]([NH:22][C:19]1[CH:20]=[CH:21][C:16]([NH:15][C:14](=[S:26])[NH:13][C:4]2[CH:3]=[C:2]([Cl:1])[C:7]([O:8][CH2:9][CH2:10][O:11][C:27](=[O:34])[C:28]3[CH:33]=[CH:32][CH:31]=[CH:30][CH:29]=3)=[C:6]([Cl:12])[CH:5]=2)=[CH:17][CH:18]=1)(=[O:25])[CH3:24]. Reported procedure: To an ice cooled solution of N-(4-{3-[3,5-dichloro-4-(2-hydroxy-ethoxy)-phenyl]-thioureido}-phenyl)-acetamide (0.20 g) in pyridine (2 mL) and tetrahydrofuran (0.5 mL) is added benzoyl chloride (0.08 g) and the mixture is stirred at 0° C. for 1.5 hours. The mixture is then diluted with ethyl acetate, washed successively two times with 2% aqueous hydrochloric acid, once with saturated aqueous sodium chloride, then dried over anhydrous sodium sulfate. After removal of the solvent under reduced pres... Starting materials: Br, C=CC(=O)OC, CO, O=N[O-], [Na+], O, Cc1oc(-c2ccccc2)nc1C(O)COc1ccc(N)cc1. Yields the product COC(=O)C(Br)Cc1ccc(OCC(O)c2nc(-c3ccccc3)oc2C)cc1. Reaction SMILES: [BrH:24].[C:29]([CH:30]=[CH2:31])(=[O:32])[O:33][CH3:34].[CH3:35][OH:36].[N:25]([O-:26])=[O:27].[Na+:28].[OH2:37].[OH:1][CH:2]([CH2:3][O:4][c:5]1[cH:6][cH:7][c:8]([NH2:9])[cH:10][cH:11]1)[c:12]1[n:13][c:14](-[c:18]2[cH:19][cH:20][cH:21][cH:22][cH:23]2)[o:15][c:16]1[CH3:17]>>[OH:1][CH:2]([CH2:3][O:4][c:5]1[cH:6][cH:7][c:8]([CH2:31][CH:30]([Br:24])[C:29](=[O:32])[O:33][CH3:34])[cH:10][cH:11]1)[c:12]1[n:13][c:14](-[c:18]2[cH:19][cH:20][cH:21][cH:22][cH:23]2)[o:15][c:16]1[CH3:17].